This data is from the Open Reaction Database (ORD), a public repository of structured organic reaction records. The task is: describe an organic reaction: reactants, conditions, products, and yield The reactants are FC=1C(N(C=CC1C(F)(F)F)CC1=NNC(N1C)=O)=O (3-fluoro-1-[(4-methyl-5-oxo-4,5-dihydro-1H-1,2,4-triazol-3-yl)methyl]-4-(trifluoromethyl)pyridin-2(1 H)-one), FC(C=1C=C(C#N)C=C(C1)O)F (3-(difluoromethyl)-5-hydroxybenzonitrile), C(=O)([O-])[O-].[K+].[K+] (K2CO3). The solvent is O (water). Conditions: temperature 75 celsius, time 8 hour. Product: FC(C=1C=C(C#N)C=C(C1)OC=1C(N(C=CC1C(F)(F)F)CC1=NNC(N1C)=O)=O)F (3-(Difluoromethyl)-5-({1-[(4-methyl-5-oxo-4,5-dihydro-1H-1,2,4-triazol-3-yl)methyl]-2-oxo-4-(trifluoromethyl)-1,2-dihydropyridin-3-yl}oxy)benzonitrile). As a reaction SMILES: F[C:2]1[C:3](=[O:20])[N:4]([CH2:12][C:13]2[N:17]([CH3:18])[C:16](=[O:19])[NH:15][N:14]=2)[CH:5]=[CH:6][C:7]=1[C:8]([F:11])([F:10])[F:9].[F:21][CH:22]([F:32])[C:23]1[CH:24]=[C:25]([CH:28]=[C:29]([OH:31])[CH:30]=1)[C:26]#[N:27].C([O-])([O-])=O.[K+].[K+]>O>[F:21][CH:22]([F:32])[C:23]1[CH:24]=[C:25]([CH:28]=[C:29]([O:31][C:2]2[C:3](=[O:20])[N:4]([CH2:12][C:13]3[N:17]([CH3:18])[C:16](=[O:19])[NH:15][N:14]=3)[CH:5]=[CH:6][C:7]=2[C:8]([F:11])([F:10])[F:9])[CH:30]=1)[C:26]#[N:27] |f:2.3.4|. Procedure: A mixture of 3-fluoro-1-[(4-methyl-5-oxo-4,5-dihydro-1H-1,2,4-triazol-3-yl)methyl]-4-(trifluoromethyl)pyridin-2(1 H)-one (8-8; 30 mg; 0.103 mmol), 3-(difluoromethyl)-5-hydroxybenzonitrile (8-7; 34.7 mg; 0.205 mmol) and K2CO3 (28.4 mg; 0.205 mmol) was heated to 75° C., and stirred overnight. After cooling to room temperature, the mixture was diluted with water and extracted with CH2Cl2. The combined organic extracts were dried (MgSO4) and concentrated in vacuo. Purification by mass-directed HPLC ...